Task: describe an organic reaction: reactants, conditions, products, and yield. Dataset: the Open Reaction Database (ORD), a public repository of structured organic reaction records Starting materials: ClC=1C(=CC(=C(C(=O)NS(=O)(=O)C)C1)F)F (5-chloro-2,4-difluoro-N-(methylsulfonyl)benzamide), ClC=1C=C(C(=O)NS(=O)(=O)C)C=CC1F (3-chloro-4-fluoro-N-(methylsulfonyl)benzamide), C12(CC3CC(CC(C1)C3)C2)CO (adamantan-1-ylmethanol), C12(CC3CC(CC(C1)C3)C2)CCO (2-(adamantan-1-yl)ethanol). Product: C12(CC3CC(CC(C1)C3)C2)CCOC2=C(C=C(C(=O)NS(=O)(=O)C)C=C2)Cl (4-(2-(adamantan-1-yl)ethoxy)-3-chloro-N-(methylsulfonyl)benzamide), solid. The yield is 71.0%. RXN SMILES: C12(CO)CC3CC(CC(C3)C1)C2.[C:13]12([CH2:23][CH2:24][OH:25])[CH2:22][CH:17]3[CH2:18][CH:19]([CH2:21][CH:15]([CH2:16]3)[CH2:14]1)[CH2:20]2.[Cl:26][C:27]1[C:28](F)=[CH:29][C:30](F)=[C:31]([CH:39]=1)[C:32]([NH:34][S:35]([CH3:38])(=[O:37])=[O:36])=[O:33].ClC1C=C(C=CC=1F)C(NS(C)(=O)=O)=O>>[C:13]12([CH2:23][CH2:24][O:25][C:28]3[CH:29]=[CH:30][C:31]([C:32]([NH:34][S:35]([CH3:38])(=[O:37])=[O:36])=[O:33])=[CH:39][C:27]=3[Cl:26])[CH2:20][CH:19]3[CH2:18][CH:17]([CH2:16][CH:15]([CH2:21]3)[CH2:14]1)[CH2:22]2. Reported procedure: Following the procedure as described in Example 8 and making variations as required to replace adamantan-1-ylmethanol with 2-(adamantan-1-yl)ethanol and 5-chloro-2,4-difluoro-N-(methylsulfonyl)benzamide with 3-chloro-4-fluoro-N-(methylsulfonyl)benzamide, the title compound was obtained as a colorless solid (0.43 g, 71%): 1H NMR (300 MHz, DMSO-d6) 12.06 (s, 1H), 8.04 (d, J=2.2 Hz, 1H), 7.93 (dd, J=8.7 Hz, 2.2 Hz, 1H), 7.31 (d, J=8.7 Hz, 1H), 4.20 (t, J=6.9 Hz, 2H), 3.36 (s, 3H), 1.93 (br s, 3H), ... Starting materials: [C-]#N.[K+] (Potassium cyanide), BrC1=CC(=C(CN2C([C-](C3=CC=CC=C23)C(C(=O)OCC)C#N)=O)C=C1)F (ethyl 2-[1-(4-bromo-2-fluorobenzyl)-2-oxo-3-indolinidyl]-2-cyanoacetate), CO (methanol), Cl (hydrogen chloride). Solvent: C(C)(=O)OCC (ethyl acetate). Conditions: temperature 0 celsius, time 2 hour. Yields the product BrC1=CC(=C(CN2C(C3(C4=CC=CC=C24)C(NC(C3C#N)=O)=O)=O)C=C1)F (1'-(4-bromo-2-flurobenzyl)-4-cyano-spiro[pyrrolidine-3,3'-indoline]-2,2',5-trione). Reaction SMILES: [C-:1]#[N:2].[K+].[Br:4][C:5]1[CH:29]=[CH:28][C:8]([CH2:9][N:10]2[C:18]3[C:13](=[CH:14][CH:15]=[CH:16][CH:17]=3)[C-:12]([CH:19]([C:25]#[N:26])[C:20](OCC)=[O:21])[C:11]2=[O:27])=[C:7]([F:30])[CH:6]=1.Cl.C[OH:33]>C(OCC)(=O)C>[Br:4][C:5]1[CH:29]=[CH:28][C:8]([CH2:9][N:10]2[C:18]3[C:13](=[CH:14][CH:15]=[CH:16][CH:17]=3)[C:12]3([CH:19]([C:25]#[N:26])[C:20](=[O:21])[NH:2][C:1]3=[O:33])[C:11]2=[O:27])=[C:7]([F:30])[CH:6]=1 |f:0.1|. Procedure details: Potassium cyanide (5.85 g.) was added to a solution of ethyl 2-[1-(4-bromo-2-fluorobenzyl)-2-oxo-3-indolinidyl]-2-cyanoacetate (D) (35.0 g.) in methanol (80 ml.). The mixture was stirred for 2 hours, cooled to 0° C. and then saturated with dry hydrogen chloride at 0°-10° C. The solution obtained was left overnight at ambient temperature, heated at 50°-55° C. for 1 hour and then under reflux for 4 hours. The cooled reaction solution deposited a solid which was collected; washed with water, air dr... The reactants are [Br-], CC[Mg+], ClCCl, Ic1cn(C(c2ccccc2)(c2ccccc2)c2ccccc2)cn1, O=Cc1cccc2c1OCCO2. Yields the product OC(c1cn(C(c2ccccc2)(c2ccccc2)c2ccccc2)cn1)c1cccc2c1OCCO2. Reaction SMILES: [Br-:26].[CH2:27]([Mg+:28])[CH3:29].[Cl:42][CH2:43][Cl:44].[I:1][c:2]1[n:3][cH:4][n:5]([C:7]([c:8]2[cH:9][cH:10][cH:11][cH:12][cH:13]2)([c:14]2[cH:15][cH:16][cH:17][cH:18][cH:19]2)[c:20]2[cH:21][cH:22][cH:23][cH:24][cH:25]2)[cH:6]1.[O:30]1[CH2:31][CH2:32][O:33][c:34]2[c:35]1[cH:36][cH:37][cH:38][c:39]2[CH:40]=[O:41]>>[c:2]1([CH:40]([c:39]2[c:34]3[c:35]([cH:36][cH:37][cH:38]2)[O:30][CH2:31][CH2:32][O:33]3)[OH:41])[n:3][cH:4][n:5]([C:7]([c:8]2[cH:9][cH:10][cH:11][cH:12][cH:13]2)([c:14]2[cH:15][cH:16][cH:17][cH:18][cH:19]2)[c:20]2[cH:21][cH:22][cH:23][cH:24][cH:25]2)[cH:6]1. The reactants are C(CCC)C1=C(N=C(S1)NC(C1=CC(=C(C=C1)OC)OC)=O)C1=CC=C(C=C1)OC (N-[5-n-butyl-4-(4-methoxy-phenyl)-thiazol-2-yl]-3,4-dimethoxy-benzamide), B(Br)(Br)Br (boron tribromide). Yield: 43.6%. The product is C(CCC)C1=C(N=C(S1)NC(C1=CC(=C(C=C1)O)O)=O)C1=CC=C(C=C1)O (N-[5-n-butyl-4-(4-hydroxy-phenyl)-thiazol-2-yl]-3,4-dihydroxy-benzamide). Reported procedure: A procedure similar to that in Example 7 was used. N-[5-n-butyl-4-(4-methoxy-phenyl)-thiazol-2-yl]-3,4-dimethoxy-benzamide prepared in Example 63 and boron tribromide were used as starting materials, the crude product was purified by recrystallization with acetone to give a product as a white solid in a yield of 43.6%, mp: 189-190 └. 1H-NMR (DMSO-d6, 400 MHz) δ: 0.88 (3H, t, J=7.2 Hz, CH3), 1.35 (2H, sextuple, J=7.20 Hz, CH2), 1.62 (2H, quintuple, J=7.20 Hz, CH2), 2.82 (2H, t, J=7.2 Hz, CH3), 6.... As a reaction SMILES: [CH2:1]([C:5]1[S:9][C:8]([NH:10][C:11](=[O:22])[C:12]2[CH:17]=[CH:16][C:15]([O:18]C)=[C:14]([O:20]C)[CH:13]=2)=[N:7][C:6]=1[C:23]1[CH:28]=[CH:27][C:26]([O:29]C)=[CH:25][CH:24]=1)[CH2:2][CH2:3][CH3:4].B(Br)(Br)Br>>[CH2:1]([C:5]1[S:9][C:8]([NH:10][C:11](=[O:22])[C:12]2[CH:17]=[CH:16][C:15]([OH:18])=[C:14]([OH:20])[CH:13]=2)=[N:7][C:6]=1[C:23]1[CH:24]=[CH:25][C:26]([OH:29])=[CH:27][CH:28]=1)[CH2:2][CH2:3][CH3:4]. Starting materials: CCO, O=C(c1ccc([N+](=O)[O-])cc1)N1Cc2nccn2Cc2ccccc21, NN. Product: Nc1ccc(C(=O)N2Cc3nccn3Cc3ccccc32)cc1. Reaction SMILES: [CH2:28]([OH:29])[CH3:30].[N+:1]([O-:2])(=[O:3])[c:4]1[cH:5][cH:6][c:7]([C:8](=[O:9])[N:10]2[CH2:11][c:12]3[n:13]([cH:21][cH:22][n:23]3)[CH2:14][c:15]3[c:16]2[cH:17][cH:18][cH:19][cH:20]3)[cH:24][cH:25]1.[NH2:26][NH2:27]>>[NH2:1][c:4]1[cH:5][cH:6][c:7]([C:8](=[O:9])[N:10]2[CH2:11][c:12]3[n:13]([cH:21][cH:22][n:23]3)[CH2:14][c:15]3[c:16]2[cH:17][cH:18][cH:19][cH:20]3)[cH:24][cH:25]1. Starting materials: BrC1=CC=C(C(=O)NC=2C=CC=C3C=CC=NC23)C=C1 (4-bromo-N-quinolin-8-yl-benzamide), C(C(C)(C)C)(=O)O (pivalic acid), C([O-])([O-])=O.[K+].[K+] (potassium carbonate), C(C)I (ethyl iodide). The reagents and catalysts are C(C)(=O)[O-].[Pd+2].C(C)(=O)[O-] (palladium(II) acetate). Solvent: C(C)(=O)OCC (ethyl acetate), C(C)(C)(CC)O (tert-amyl alcohol). Reaction conditions: temperature 100 celsius. Product: BrC1=CC(=C(C(=O)NC=2C=CC=C3C=CC=NC23)C(=C1)CC)CC (4-bromo-2,6-diethyl-N-quinolin-8-yl-benzamide). Yield: 386.2%. As a reaction SMILES: [Br:1][C:2]1[CH:20]=[CH:19][C:5]([C:6]([NH:8][C:9]2[CH:10]=[CH:11][CH:12]=[C:13]3[C:18]=2[N:17]=[CH:16][CH:15]=[CH:14]3)=[O:7])=[CH:4][CH:3]=1.C(O)(=O)[C:22]([CH3:25])(C)C.C(=O)([O-])[O-].[K+].[K+].[CH2:34](I)[CH3:35]>C(O)(CC)(C)C.C(OCC)(=O)C.C([O-])(=O)C.[Pd+2].C([O-])(=O)C>[Br:1][C:2]1[CH:20]=[C:19]([CH2:34][CH3:35])[C:5]([C:6]([NH:8][C:9]2[CH:10]=[CH:11][CH:12]=[C:13]3[C:18]=2[N:17]=[CH:16][CH:15]=[CH:14]3)=[O:7])=[C:4]([CH2:22][CH3:25])[CH:3]=1 |f:2.3.4,8.9.10|. Procedure: To a solution of 4-bromo-N-quinolin-8-yl-benzamide (3.2 g, 9.79 mmol) in tert-amyl alcohol (10 ml) are added pivalic acid (0.2 g, 1.96 mmol), potassium carbonate (3.37 g, 24.5 mmol) and ethyl iodide (6.36 ml, 78.3 mmol) in a sealed tube. After degassing with argon for 30 min palladium(II) acetate (0.11 g, 0.49 mmol) is added and the mixture is heated at 100° C. for 48 h. After completion of the reaction (monitored by TLC) the mixture is diluted with ethyl acetate (50 ml), washed with water (2×30... Reaction SMILES: [OH:1][C:2]1[CH:12]=[CH:11][C:5]([C:6]([O:8][CH2:9][CH3:10])=[O:7])=[CH:4][CH:3]=1.[C:13](Cl)(=[O:20])[CH2:14][CH2:15][CH2:16][C:17](Cl)=[O:18]>>[CH2:9]([O:8][C:6]([C:5]1[CH:4]=[CH:3][C:2]([O:1][C:13](=[O:20])[CH2:14][CH2:15][CH2:16][C:17]([O:1][C:2]2[CH:3]=[CH:4][C:5]([C:6]([O:8][CH2:9][CH3:10])=[O:7])=[CH:11][CH:12]=2)=[O:18])=[CH:12][CH:11]=1)=[O:7])[CH3:10]. Yields the product C(C)OC(=O)C1=CC=C(C=C1)OC(CCCC(=O)OC1=CC=C(C=C1)C(=O)OCC)=O (di(p-ethyloxycarbonylphenyl)glutarate). Procedure details: A similar procedure to Example 1 is carried out by using 16.6 g of ethyl p-hydroxybenzoate and 8.5 g of glutaric acid dichloride to yield di(p-ethyloxycarbonylphenyl)glutarate, m.p. 81°-82° C., as white crystals. Reactants: OC1=CC=C(C(=O)OCC)C=C1 (ethyl p-hydroxybenzoate), C(CCCC(=O)Cl)(=O)Cl (glutaric acid dichloride). Starting materials: C[C@H](CC)OC1=CC=C(OCCO)C=C1 ((R)-2-[4-(1-methylpropoxy)phenoxy]ethanol), C(C)N=C=O (ethyl isocyanate). Solvent: CO (methanol). The product is C(C)NC(OCCOC1=CC=C(C=C1)O[C@@H](CC)C)=O (O-2-[(R)-4-(1-methylpropoxy)phenoxy]ethyl N-ethylcarbamate). As a reaction SMILES: [CH3:1][C@@H:2]([O:5][C:6]1[CH:15]=[CH:14][C:9]([O:10][CH2:11][CH2:12][OH:13])=[CH:8][CH:7]=1)[CH2:3][CH3:4].[CH2:16]([N:18]=[C:19]=[O:20])[CH3:17]>CO>[CH2:16]([NH:18][C:19](=[O:20])[O:13][CH2:12][CH2:11][O:10][C:9]1[CH:14]=[CH:15][C:6]([O:5][C@H:2]([CH3:1])[CH2:3][CH3:4])=[CH:7][CH:8]=1)[CH3:17]. Reported procedure: Following the procedure of Example 9, the above alcohol (0.42 g, 2.0 mmol) is reacted with ethyl isocyanate (0.18 ml, 2.2 mmol) to give O-2-[(R)-4-(1-methylpropoxy)phenoxy]ethyl N-ethylcarbamate, specific rotation [αD20 =-19.103° (c=10% in methanol). Reactants: O1CCOCC1 (dioxane), ClC1=CC2=C(C=N1)OC1=CC=C(C=C1C21N=C(SC1COC)N)C=1C(=NC=CC1)F (3-chloro-7-(2-fluoropyridin-3-yl)-5′-(methoxymethyl)-5′H-spiro[chromeno[2,3-c]pyridine-5,4′-thiazol]-2′-amine), P(=O)([O-])([O-])[O-].[K+].[K+].[K+] (potassium phosphate), FC1=NC=CC(=C1)B(O)O ((2-fluoropyridin-4-yl)boronic acid). The reagents and catalysts are C(C)(C)(C)C=1C(=C(C=CC1N(C)C)[Pd]Cl)C(C)(C)C ((di-t-butyl-p-dimethylaminophenyl]palladium(II) chloride). Run in O (water), CCOC(=O)C (EtOAc), O (water), C(Cl)Cl (DCM). Reaction conditions: temperature 135 celsius. Product: FC1=NC=CC=C1C=1C=C2C(=CC1)OC=1C=NC(=CC1[C@@]21N=C(S[C@@H]1COC)N)C1=CC(=NC=C1)F ((4′S,5′S)-7-(2-fluoropyridin-3-yl)-3-(2-fluoropyridin-4-yl)-5′-(methoxymethyl)-5′H-spiro[chromeno[2,3-c]pyridine-5,4′-thiazol]-2′-amine). Isolated yield 64.6%. Reaction SMILES: Cl[C:2]1[N:7]=[CH:6][C:5]2[O:8][C:9]3[C:14]([C:15]4([CH:19]([CH2:20][O:21][CH3:22])[S:18][C:17]([NH2:23])=[N:16]4)[C:4]=2[CH:3]=1)=[CH:13][C:12]([C:24]1[C:25]([F:30])=[N:26][CH:27]=[CH:28][CH:29]=1)=[CH:11][CH:10]=3.P([O-])([O-])([O-])=O.[K+].[K+].[K+].[F:39][C:40]1[CH:45]=[C:44](B(O)O)[CH:43]=[CH:42][N:41]=1.O1CCOCC1>CCOC(C)=O.O.C(C1C(C(C)(C)C)=C([Pd]Cl)C=CC=1N(C)C)(C)(C)C.C(Cl)Cl>[F:30][C:25]1[C:24]([C:12]2[CH:13]=[C:14]3[C@@:15]4([C@@H:19]([CH2:20][O:21][CH3:22])[S:18][C:17]([NH2:23])=[N:16]4)[C:4]4[CH:3]=[C:2]([C:44]5[CH:43]=[CH:42][N:41]=[C:40]([F:39])[CH:45]=5)[N:7]=[CH:6][C:5]=4[O:8][C:9]3=[CH:10][CH:11]=2)=[CH:29][CH:28]=[CH:27][N:26]=1 |f:1.2.3.4|. Reported procedure: To a vial was added 3-chloro-7-(2-fluoropyridin-3-yl)-5′-(methoxymethyl)-5′H-spiro[chromeno[2,3-c]pyridine-5,4′-thiazol]-2′-amine (715 mg, 1.61 mmol), potassium phosphate (1.20 g, 5.65 mmol), (2-fluoropyridin-4-yl)boronic acid (910 mg, 6.46 mmol), and then dioxane (8.1 mL) and water (2.7 mL) were added. The mixture was purged with N2 and finally 1,1-bis[(di-t-butyl-p-dimethylaminophenyl]palladium(II) chloride (114 mg, 0.16 mmol) was added. The resulting mixture was then heated 135° C. in a micro... Starting materials: CO, C=C(c1ccc(Cl)c([N+](=O)[O-])c1)c1ccccc1C(=O)OC, [Na+], [OH-]. Yields the product C=C(c1ccc(Cl)c([N+](=O)[O-])c1)c1ccccc1C(=O)O. Reaction SMILES: [CH3:23][OH:24].[Cl:1][c:2]1[c:3]([N+:20](=[O:21])[O-:22])[cH:4][c:5]([C:8](=[CH2:9])[c:10]2[c:11]([C:12](=[O:13])[O:14][CH3:15])[cH:16][cH:17][cH:18][cH:19]2)[cH:6][cH:7]1.[Na+:26].[OH-:25]>>[Cl:1][c:2]1[c:3]([N+:20](=[O:21])[O-:22])[cH:4][c:5]([C:8](=[CH2:9])[c:10]2[c:11]([C:12](=[O:13])[OH:14])[cH:16][cH:17][cH:18][cH:19]2)[cH:6][cH:7]1.